describe an organic reaction: reactants, conditions, products, and yield From a dataset of the Open Reaction Database (ORD), a public repository of structured organic reaction records. The reactants are C(C)OC(=O)C1(CCOCC1)C(=O)OCC (tetrahydropyran-4,4-dicarboxylic acid diethyl ester), C(C)O (ethanol), [H-].C(C(C)C)[Al+]CC(C)C (diisobutylaluminum hydride), 3-L, [BH4-].[Na+] (sodium borohydride). Solvent: C1(=CC=CC=C1)C (toluene), C1(=CC=CC=C1)C (toluene). Conditions: temperature -25 celsius, time 10 minute. Yields the product hydroxyester, C(C)OC(=O)C1(CCOCC1)CO (4-(hydroxymethyl)tetrahydropyran-4-carboxylic acid ethyl ester). As a reaction SMILES: [H-].C([Al+]CC(C)C)C(C)C.[CH2:11]([O:13][C:14]([C:16]1([C:22](OCC)=[O:23])[CH2:21][CH2:20][O:19][CH2:18][CH2:17]1)=[O:15])[CH3:12].C(O)C.[BH4-].[Na+]>C1(C)C=CC=CC=1>[CH2:11]([O:13][C:14]([C:16]1([CH2:22][OH:23])[CH2:17][CH2:18][O:19][CH2:20][CH2:21]1)=[O:15])[CH3:12] |f:0.1,4.5|. Procedure details: A solution of 1.5M diisobutylaluminum hydride (DIBAL-H) (419 mL, 629 mmol) in toluene was added to a 3-L Morton flask equipped with a nitrogen gas inlet, mechanical stirrer, low temperature thermometer, 500 mL pressure equalizing funnel, and containing tetrahydropyran-4,4-dicarboxylic acid diethyl ester (70.78 g, 307.4 mmol) in toluene (600 mL) at -40° C., at a rate to maintain an internal temperature no higher than -25° C. The mixture was stirred an additional 10 minutes and anhydrous ethanol (... Reactants: BrC1=CC(=C(C2=C1OC(O2)(C2=CC=CC=C2)C2=CC=CC=C2)Cl)C(=O)NNC(C(C)(ON2C(C=1C(C2=O)=CC=CC1)=O)C)=O (1-[(7-Bromo-4-chloro-2,2-diphenyl-1,3-benzodioxol-5-yl)carbonyl]-2-[2-methyl-2-(phthalimidooxy)propionyl]hydrazine), CNN (methylhydrazine). The solvent is O1CCCC1 (tetrahydrofuran). Conditions: temperature 0 celsius, time 2 hour. Yields the product Cl.NOC(C(=O)NNC(=O)C1=C(C2=C(OC(O2)(C2=CC=CC=C2)C2=CC=CC=C2)C(=C1)Br)Cl)(C)C (1-[2-(aminooxy)-2-methylpropionyl]-2-[(7-bromo-4-chloro-2,2-diphenyl-1,3-benzodioxol-5-yl)carbonyl]hydrazine hydrochloride). Yield: 98.0%. Reaction SMILES: [Br:1][C:2]1[C:7]2[O:8][C:9]([C:17]3[CH:22]=[CH:21][CH:20]=[CH:19][CH:18]=3)([C:11]3[CH:16]=[CH:15][CH:14]=[CH:13][CH:12]=3)[O:10][C:6]=2[C:5]([Cl:23])=[C:4]([C:24]([NH:26][NH:27][C:28](=[O:44])[C:29]([CH3:43])([O:31][N:32]2C(=O)C3=CC=CC=C3C2=O)[CH3:30])=[O:25])[CH:3]=1.CNN>O1CCCC1>[ClH:23].[NH2:32][O:31][C:29]([CH3:43])([CH3:30])[C:28]([NH:27][NH:26][C:24]([C:4]1[CH:3]=[C:2]([Br:1])[C:7]2[O:8][C:9]([C:17]3[CH:18]=[CH:19][CH:20]=[CH:21][CH:22]=3)([C:11]3[CH:12]=[CH:13][CH:14]=[CH:15][CH:16]=3)[O:10][C:6]=2[C:5]=1[Cl:23])=[O:25])=[O:44] |f:3.4|. Procedure: 1-[(7-Bromo-4-chloro-2,2-diphenyl-1,3-benzodioxol-5-yl)carbonyl]-2-[2-methyl-2-(phthalimidooxy)propionyl]hydrazine 500 mg (0.77 mmol) are dissolved in 10 ml of tetrahydrofuran and treated at 0° C. with 35 mg (0.77 mmol) of methylhydrazine. After stirring at 0° C. for 2 hours and stirring at room temperature for 3 hours the mixture is concentrated in a vacuum. The residue is chromatographed on 20 g of silica gel (0.06-02 mm). The product is eluted with dichloromethane/ethanol (95:5 v/v). The elua... Reactants: ClN1C(CCC1=O)=O (N-chlorosuccinimide), [Li]C(C)(C)C (t-BuLi), [Si](C)(C)(C(C)(C)C)OC(CCCCCCC1=CC=CC=C1)C=1OC=CN1 (2-(1-(tert-Butyldimethylsilyloxy)-7-phenylheptyl)oxazole). The solvent is C1CCOC1 (THF), C1CCOC1 (THF), CCOC(=O)C (EtOAc). Run at temperature -78 celsius, time 2 hour. Product: [Si](C)(C)(C(C)(C)C)OC(CCCCCCC1=CC=CC=C1)C=1OC(=CN1)Cl (2-(1-(tert-Butyldimethylsilyloxy)-7-phenylheptyl)-5-chlorooxazole). The yield is 57.0%. Reaction SMILES: [Si:1]([O:8][CH:9]([C:22]1[O:23][CH:24]=[CH:25][N:26]=1)[CH2:10][CH2:11][CH2:12][CH2:13][CH2:14][CH2:15][C:16]1[CH:21]=[CH:20][CH:19]=[CH:18][CH:17]=1)([C:4]([CH3:7])([CH3:6])[CH3:5])([CH3:3])[CH3:2].[Li]C(C)(C)C.[Cl:32]N1C(=O)CCC1=O>C1COCC1.CCOC(C)=O>[Si:1]([O:8][CH:9]([C:22]1[O:23][C:24]([Cl:32])=[CH:25][N:26]=1)[CH2:10][CH2:11][CH2:12][CH2:13][CH2:14][CH2:15][C:16]1[CH:21]=[CH:20][CH:19]=[CH:18][CH:17]=1)([C:4]([CH3:7])([CH3:5])[CH3:6])([CH3:2])[CH3:3]. Reported procedure: 2-(1-(tert-Butyldimethylsilyloxy)-7-phenylheptyl)oxazole (116 mg, 0.310 mmol) was dissolved in anhydrous THF (5 mL), cooled to −78° C. and t-BuLi (1.7 M in pentane, 1.3 equiv) was added dropwise under Ar. The reaction mixture was stirred for 2 h at −40° C., cooled to −78° C. and N-chlorosuccinimide (1.5 equiv) in THF (3 mL) was added dropwise. The reaction mixture was warmed to room temperature, diluted with EtOAc, washed with saturated aqueous NaCl and dried over Na2SO4. Evaporation in vacuo yi... Reactants: CC(CC(=O)OC)C[N+](=O)[O-] (methyl 3-methyl-4-nitrobutanoate), C[O-].[Na+] (sodium methoxide), OP(=O)(O)[O-].[K+] (potassium phosphate monobasic), [OH-].[Na+] (sodium hydroxide), solution. Reagents/catalysts: [Cl-].[Cl-].[Ti+2] (titanous chloride). Solvent: CO (methanol), CO (methanol), CCOCC (ether). Conditions: time 1 hour. Yields the product CC(CC(=O)OC)C=O (methyl 3-methyl-4-oxo-butanoate). Reaction SMILES: [CH3:1][CH:2]([CH2:8][N+]([O-])=O)[CH2:3][C:4]([O:6][CH3:7])=[O:5].C[O-].[Na+].[OH:15]P([O-])(O)=O.[K+].[OH-].[Na+]>CO.[Cl-].[Cl-].[Ti+2].CCOCC>[CH3:1][CH:2]([CH:8]=[O:15])[CH2:3][C:4]([O:6][CH3:7])=[O:5] |f:1.2,3.4,5.6,8.9.10|. Reported procedure: A solution of methyl 3-methyl-4-nitrobutanoate (24.55 g) in methanol (10 ml) is added dropwise to a solution of sodium methoxide (6.37 g) in methanol (250 ml) at room temperature under nitrogen. The resulting mixture is stirred for one hour, added to a mixture of 20% titanous chloride (170 ml), and pH 7 buffer (potassium phosphate monobasic--sodium hydroxide buffer) solution (340 ml) and stirred for 30 minutes. The mixture is then treated with ether (1 l). The organic phase is separated, dried (... Reactants: CC(C)(C)OC(=O)N1CCC(CN2CCN(C(=O)OCc3ccccc3)CC2=O)(C(=O)OC(C)(C)C)CC1, Cc1ccccc1, O=C(O)C(F)(F)F. Yields the product CC(C)(C)OC(=O)N1CCC(CN2CCN(C(=O)OCc3ccccc3)CC2=O)(C(=O)O)CC1. RXN SMILES: [CH2:8]([c:9]1[cH:10][cH:11][cH:12][cH:13][cH:14]1)[O:15][C:16](=[O:17])[N:18]1[CH2:19][C:20](=[O:45])[N:21]([CH2:24][C:25]2([C:38](=[O:39])[O:40][C:41]([CH3:42])([CH3:43])[CH3:44])[CH2:26][CH2:27][N:28]([C:31](=[O:32])[O:33][C:34]([CH3:35])([CH3:36])[CH3:37])[CH2:29][CH2:30]2)[CH2:22][CH2:23]1.[CH3:46][c:47]1[cH:48][cH:49][cH:50][cH:51][cH:52]1.[OH:1][C:2]([C:3]([F:4])([F:5])[F:6])=[O:7]>>[CH2:8]([c:9]1[cH:10][cH:11][cH:12][cH:13][cH:14]1)[O:15][C:16](=[O:17])[N:18]1[CH2:19][C:20](=[O:45])[N:21]([CH2:24][C:25]2([C:38](=[O:39])[OH:40])[CH2:26][CH2:27][N:28]([C:31](=[O:32])[O:33][C:34]([CH3:35])([CH3:36])[CH3:37])[CH2:29][CH2:30]2)[CH2:22][CH2:23]1. Reactants: NC1=C(C=CC=C1C(F)(F)F)C(=O)C1=CC(=CC=C1)O ([2-amino-3-(trifluoromethyl)phenyl]-(3-hydroxy-phenyl)methanone), C1(=C(C=CC=C1)CC=O)C (o-Tolyl-acetaldehyde). The product is CC1=C(C=CC=C1)C=1C=NC2=C(C=CC=C2C1C=1C=C(C=CC1)O)C(F)(F)F (3-[3-(2-METHYLPHENYL)-8-(TRIFLUOROMETHYL)QUINOLIN-4-YL]PHENOL). Reaction SMILES: [NH2:1][C:2]1[C:7]([C:8]([F:11])([F:10])[F:9])=[CH:6][CH:5]=[CH:4][C:3]=1[C:12]([C:14]1[CH:19]=[CH:18][CH:17]=[C:16]([OH:20])[CH:15]=1)=O.[C:21]1([CH3:30])[CH:26]=[CH:25][CH:24]=[CH:23][C:22]=1[CH2:27][CH:28]=O>>[CH3:30][C:21]1[CH:26]=[CH:25][CH:24]=[CH:23][C:22]=1[C:27]1[CH:28]=[N:1][C:2]2[C:3]([C:12]=1[C:14]1[CH:15]=[C:16]([OH:20])[CH:17]=[CH:18][CH:19]=1)=[CH:4][CH:5]=[CH:6][C:7]=2[C:8]([F:11])([F:10])[F:9]. Reported procedure: The title compound was prepared from [2-amino-3-(trifluoromethyl)phenyl]-(3-hydroxy-phenyl)methanone and o-Tolyl-acetaldehyde following the procedure of Example 457: MS (ESI) m/z 380.126; HRMS: calcd for C23H16F3NO+H+, 380.12567; found (ESI, [M+H]+), 380.126. The reactants are CN1CCCC1=O, C=Cc1cnc2ccccc2c1, CN1CCc2[nH]c3ccc(Cl)cc3c2C1, [K+], [OH-]. The product is CN1CCc2c(c3cc(Cl)ccc3n2CCc2cnc3ccccc3c2)C1. Reaction SMILES: [CH3:30][N:31]1[CH2:32][CH2:33][CH2:34][C:35]1=[O:36].[CH:16](=[CH2:17])[c:18]1[cH:19][n:20][c:21]2[cH:22][cH:23][cH:24][cH:25][c:26]2[cH:27]1.[Cl:1][c:2]1[cH:3][c:4]2[c:5]3[c:6]([nH:7][c:8]2[cH:9][cH:10]1)[CH2:11][CH2:12][N:13]([CH3:15])[CH2:14]3.[K+:29].[OH-:28]>>[Cl:1][c:2]1[cH:3][c:4]2[c:5]3[c:6]([n:7]([CH2:17][CH2:16][c:18]4[cH:19][n:20][c:21]5[cH:22][cH:23][cH:24][cH:25][c:26]5[cH:27]4)[c:8]2[cH:9][cH:10]1)[CH2:11][CH2:12][N:13]([CH3:15])[CH2:14]3.